From a dataset of the Open Reaction Database (ORD), a public repository of structured organic reaction records. describe an organic reaction: reactants, conditions, products, and yield The reactants are hydrazone, C(CC)[C@@H]1CC[C@H](CC1)[C@@H]1CC[C@H](CC1)C1=CC=C(C=C1)C(C)=O (p-(trans-4-(trans-4-propylcyclohexyl)-cyclohexyl)-acetophenone), [OH-].[K+] (KOH), NN (hydrazine). The solvent is C(COCCO)O (diethylene glycol). Reaction conditions: time 4 hour. Yields the product C(C)C1=CC=C(C=C1)[C@@H]1CC[C@H](CC1)[C@@H]1CC[C@H](CC1)CCC (trans-1-p-ethylphenyl-4-(trans-4-propylcyclohexyl)-cyclohexane). Reaction SMILES: [CH2:1]([C@H:4]1[CH2:9][CH2:8][C@H:7]([C@H:10]2[CH2:15][CH2:14][C@H:13]([C:16]3[CH:21]=[CH:20][C:19]([C:22](=O)[CH3:23])=[CH:18][CH:17]=3)[CH2:12][CH2:11]2)[CH2:6][CH2:5]1)[CH2:2][CH3:3].[OH-].[K+].NN>C(O)COCCO>[CH2:22]([C:19]1[CH:20]=[CH:21][C:16]([C@H:13]2[CH2:14][CH2:15][C@H:10]([C@H:7]3[CH2:8][CH2:9][C@H:4]([CH2:1][CH2:2][CH3:3])[CH2:5][CH2:6]3)[CH2:11][CH2:12]2)=[CH:17][CH:18]=1)[CH3:23] |f:1.2|. Procedure: A mixture of 32.6 g of p-(trans-4-(trans-4-propylcyclohexyl)-cyclohexyl)-acetophenone, 15 g of KOH, 25 ml of 85% hydrazine and 250 ml of diethylene glycol is warmed to 100° for 1 hour. The temperature is increased slowly until the hydrazone formed decomposes, and is boiled for another 4 hours, cooled and worked up in the customary manner to give trans-1-p-ethylphenyl-4-(trans-4-propylcyclohexyl)-cyclohexane. Starting materials: O=C1CCC(=O)O1, CCOc1nc(N2CCNCC2)nc(N2CCS(=O)CC2)c1[N+](=O)[O-], C1COCCO1. Product: CCOc1nc(N2CCN(C(=O)CCC(=O)O)CC2)nc(N2CCS(=O)CC2)c1[N+](=O)[O-]. RXN SMILES: [C:26]1(=[O:32])[CH2:27][CH2:28][C:29](=[O:30])[O:31]1.[CH2:1]([CH3:2])[O:3][c:4]1[c:5]([N+:23](=[O:24])[O-:25])[c:6]([N:16]2[CH2:17][CH2:18][S:19](=[O:22])[CH2:20][CH2:21]2)[n:7][c:8]([N:10]2[CH2:11][CH2:12][NH:13][CH2:14][CH2:15]2)[n:9]1.[O:33]1[CH2:34][CH2:35][O:36][CH2:37][CH2:38]1>>[CH2:1]([CH3:2])[O:3][c:4]1[c:5]([N+:23](=[O:24])[O-:25])[c:6]([N:16]2[CH2:17][CH2:18][S:19](=[O:22])[CH2:20][CH2:21]2)[n:7][c:8]([N:10]2[CH2:11][CH2:12][N:13]([C:26]([CH2:27][CH2:28][C:29](=[O:30])[OH:31])=[O:32])[CH2:14][CH2:15]2)[n:9]1. The reactants are Br, NC(=O)CCc1ccc(OC(F)(F)F)cc1, [Na+], [OH-], O. Yields the product NC(=O)C=Cc1ccc(OC(F)(F)F)cc1. RXN SMILES: [Br:19].[F:1][C:2]([O:3][c:4]1[cH:5][cH:6][c:7]([CH2:10][CH2:11][C:12](=[O:13])[NH2:14])[cH:8][cH:9]1)([F:15])[F:16].[Na+:18].[OH-:17].[OH2:20]>>[F:1][C:2]([O:3][c:4]1[cH:5][cH:6][c:7]([CH:10]=[CH:11][C:12](=[O:13])[NH2:14])[cH:8][cH:9]1)([F:15])[F:16]. Starting materials: [N+](=O)(O)[O-].FC(C=1C=C(C=CC1)NC(=N)N)(F)F (3-trifluoromethyl-phenyl-guanidine nitrate), [OH-].[Na+] (sodium hydroxide), CN(C=CC(=O)C1=CC=NC=C1)C (3-dimethylamino-1-(4-pyridyl)-2-propen-1-one). The solvent is C(C)(C)O (isopropanol). Yields the product FC(C=1C=C(C=CC1)NC1=NC=CC(=N1)C1=CC=NC=C1)(F)F (N-(3-trifluoromethyl-phenyl)-4-pyridyl-2-pyrimidineamine). Reaction SMILES: [N+]([O-])(O)=O.[F:5][C:6]([F:18])([F:17])[C:7]1[CH:8]=[C:9]([NH:13][C:14]([NH2:16])=[NH:15])[CH:10]=[CH:11][CH:12]=1.[OH-].[Na+].CN(C)[CH:23]=[CH:24][C:25]([C:27]1[CH:32]=[CH:31][N:30]=[CH:29][CH:28]=1)=O>C(O)(C)C>[F:5][C:6]([F:17])([F:18])[C:7]1[CH:8]=[C:9]([NH:13][C:14]2[N:16]=[C:25]([C:27]3[CH:32]=[CH:31][N:30]=[CH:29][CH:28]=3)[CH:24]=[CH:23][N:15]=2)[CH:10]=[CH:11][CH:12]=1 |f:0.1,2.3|. Procedure details: 15.1 g (0.0567 mmol) of 3-trifluoromethyl-phenyl-guanidine nitrate and 2.84 g (70.9 mmol) of sodium hydroxide are added to a suspension of 10 g (56.7 mmol) of 3-dimethylamino-1-(4-pyridyl)-2-propen-1-one [described in EP-A-0 233 461] in 300 ml of isopropanol The reaction mixture is boiled under reflux for 24 hours. After cooling, the product is isolated by filtration, washed with water and dried at 60° under HV. N-(3-trifluoromethyl-phenyl)-4-pyridyl-2-pyrimidineamine is obtained; m.p. 197°-198°... The product is NC=1C=CC(=C(C(=O)O)C1)N1CCOCC1 (5-amino-2-morpholinobenzoic acid). Reagents/catalysts: [Pd] (palladium on carbon). Run in C(C)O.O (ethanol water). RXN SMILES: [O:1]1[CH2:6][CH2:5][N:4]([C:7]2[CH:15]=[CH:14][C:13]([N+:16]([O-])=O)=[CH:12][C:8]=2[C:9]([OH:11])=[O:10])[CH2:3][CH2:2]1>C(O)C.O.[Pd]>[NH2:16][C:13]1[CH:14]=[CH:15][C:7]([N:4]2[CH2:3][CH2:2][O:1][CH2:6][CH2:5]2)=[C:8]([CH:12]=1)[C:9]([OH:11])=[O:10] |f:1.2|. Starting materials: O1CCN(CC1)C1=C(C(=O)O)C=C(C=C1)[N+](=O)[O-] (2-morpholino-5-nitrobenzoic acid). Reported procedure: 20.1 Grams 2-chloro-5-nitrobenzoic acid was added in portions to 87 ml morpholine. The temperature of the thick mixture rose to 75° C. After being stirred at reflux temperature for five hours, the mixture was poured into ice water, made acidic with concentrated HCl, filtered, dried and recrystallized from ethanol to give 20.3 grams 2-morpholino-5-nitrobenzoic acid. m.p. = 168°-170° C. The nitro compound was reduced catalytically in ethanol-water (3:1) with 5% palladium on carbon catalyst to give...